Dataset: the Open Reaction Database (ORD), a public repository of structured organic reaction records. Task: describe an organic reaction: reactants, conditions, products, and yield Reactants: CC(c1nc(C(=O)N2CCCc3ccccc32)cs1)N(C(=O)[O-])C(C)(C)C, Cl, C1COCCO1. The product is Cl, CC(N)c1nc(C(=O)N2CCCc3ccccc32)cs1. RXN SMILES: [C:1]([N:5]([C:2](=[O:3])[O-:4])[CH:9]([CH3:10])[c:11]1[s:12][cH:13][c:14]([C:16](=[O:17])[N:18]2[CH2:19][CH2:20][CH2:21][c:22]3[cH:23][cH:24][cH:25][cH:26][c:27]32)[n:15]1)([CH3:6])([CH3:7])[CH3:8].[ClH:34].[O:28]1[CH2:29][CH2:30][O:31][CH2:32][CH2:33]1>>[ClH:34].[NH2:5][CH:9]([CH3:10])[c:11]1[s:12][cH:13][c:14]([C:16](=[O:17])[N:18]2[CH2:19][CH2:20][CH2:21][c:22]3[cH:23][cH:24][cH:25][cH:26][c:27]32)[n:15]1.